This data is from the Open Reaction Database (ORD), a public repository of structured organic reaction records. The task is: describe an organic reaction: reactants, conditions, products, and yield Reactants: [Al+3], Cn1cc2c(C3CC3C=NO)cccc2n1, [H-], [H-], [H-], [H-], [Li+], [Na+], [Na+], C1CCOC1, O, O, O, O, O, O, O, O, O, O, O=S(=O)([O-])[O-]. As a reaction SMILES: [Al+3:2].[CH3:7][n:8]1[n:9][c:10]2[cH:11][cH:12][cH:13][c:14]([CH:17]3[CH:18]([CH:20]=[N:21][OH:22])[CH2:19]3)[c:15]2[cH:16]1.[H-:1].[H-:4].[H-:5].[H-:6].[Li+:3].[Na+:38].[Na+:39].[O:40]1[CH2:41][CH2:42][CH2:43][CH2:44]1.[OH2:23].[OH2:24].[OH2:25].[OH2:26].[OH2:27].[OH2:28].[OH2:29].[OH2:30].[OH2:31].[OH2:32].[S:33]([O-:34])([O-:35])(=[O:36])=[O:37]>>[CH3:7][n:8]1[n:9][c:10]2[cH:11][cH:12][cH:13][c:14]([CH:17]3[CH:18]([CH2:20][NH2:21])[CH2:19]3)[c:15]2[cH:16]1. Yields the product Cn1cc2c(C3CC3CN)cccc2n1. The reactants are NC1=N[C@](C(C(N1C)=O)(C)C)(C)C1=C(C=CC(=C1)N)F ((S)-2-amino-6-(5-amino-2-fluoro-phenyl)-3,5,5,6-tetramethyl-5,6-dihydro-3H-pyrimidin-4-one), [B][B][B][B][B][B][B][B][B][B] (decaborane), NC1=N[C@](C(C(N1C)=O)(C)C)(C)C1=C(C=CC(=C1)N)F ((S)-2-amino-6-(5-amino-2-fluoro-phenyl)-3,5,5,6-tetramethyl-5,6-dihydro-3H-pyrimidin-4-one), FC=1C=C2CC(C(C2=CC1)=O)C (rac-5-fluoro-2-methyl-indan-1-one). Product: NC1=N[C@](C(C(N1C)=O)(C)C)(C)C1=C(C=CC(=C1)NC1C(CC2=CC(=CC=C12)F)C)F ((6S)-2-Amino-6-(2-fluoro-5-(5-fluoro-2-methyl-2,3-dihydro-1H-inden-1-ylamino)phenyl)-3,5,5,6-tetramethyl-5,6-dihydropyrimidin-4(3H)-one). Reaction SMILES: [NH2:1][C:2]1[N:7]([CH3:8])[C:6](=[O:9])[C:5]([CH3:11])([CH3:10])[C@:4]([C:13]2[CH:18]=[C:17]([NH2:19])[CH:16]=[CH:15][C:14]=2[F:20])([CH3:12])[N:3]=1.[F:21][C:22]1[CH:23]=[C:24]2[C:28](=[CH:29][CH:30]=1)[C:27](=O)[CH:26]([CH3:32])[CH2:25]2.[B][B][B][B][B][B][B][B][B][B]>>[NH2:1][C:2]1[N:7]([CH3:8])[C:6](=[O:9])[C:5]([CH3:10])([CH3:11])[C@:4]([C:13]2[CH:18]=[C:17]([NH:19][CH:27]3[C:28]4[C:24](=[CH:23][C:22]([F:21])=[CH:30][CH:29]=4)[CH2:25][CH:26]3[CH3:32])[CH:16]=[CH:15][C:14]=2[F:20])([CH3:12])[N:3]=1 |^3:32,41,^1:33,34,35,36,37,38,39,40|. Reported procedure: The reductive amination of (S)-2-amino-6-(5-amino-2-fluoro-phenyl)-3,5,5,6-tetramethyl-5,6-dihydro-3H-pyrimidin-4-one (intermediate J) and rac-5-fluoro-2-methyl-indan-1-one using decaborane yielded a mixture of isomers of the title compound as a white solid. MS (ESI): m/z=427.3 [M+H]+.